From a dataset of the Open Reaction Database (ORD), a public repository of structured organic reaction records. describe an organic reaction: reactants, conditions, products, and yield Starting materials: BrCC(=O)Br (2-bromoacetyl bromide), C(C)NCC (diethylamine), NC1=CC=C(C=C1)C (p-toluidine), C(C)C1=CC=C(C=C1)S(=O)(=O)Cl (4-ethyl-benzenesulfonyl chloride). The product is C(C)N(C(CN(C1=CC=C(C=C1)C)S(=O)(=O)C1=CC=C(C=C1)CC)=O)CC (N,N-Diethyl-2-[(4-ethyl-benzenesulfonyl)-p-tolyl-amino]-acetamide). Reaction SMILES: Br[CH2:2][C:3](Br)=[O:4].[CH2:6]([NH:8][CH2:9][CH3:10])[CH3:7].[NH2:11][C:12]1[CH:17]=[CH:16][C:15]([CH3:18])=[CH:14][CH:13]=1.[CH2:19]([C:21]1[CH:26]=[CH:25][C:24]([S:27](Cl)(=[O:29])=[O:28])=[CH:23][CH:22]=1)[CH3:20]>>[CH2:6]([N:8]([CH2:9][CH3:10])[C:3](=[O:4])[CH2:2][N:11]([S:27]([C:24]1[CH:25]=[CH:26][C:21]([CH2:19][CH3:20])=[CH:22][CH:23]=1)(=[O:29])=[O:28])[C:12]1[CH:17]=[CH:16][C:15]([CH3:18])=[CH:14][CH:13]=1)[CH3:7]. Reported procedure: prepared by reaction of 2-bromoacetyl bromide with diethylamine, p-toluidine and 4-ethyl-benzenesulfonyl chloride The reactants are FC(C(=O)[O-])(F)F.BrC1=CC=C(C=C1)C1(N2C(C3=CC=CC=C13)=[NH+]C=C2)CC(=O)O (5-(4-bromophenyl)-5-(carboxymethyl)-5H-imidazo[2,1-a]isoindol-1-ium trifluoroacetate), CCN(C(C)C)C(C)C (Hunig's base), N1CCCC1 (pyrrolidine), C1=CC2=C(N=C1)N(N=N2)O (HOAT). The solvent is CN(C)C=O (DMF), C(CCl)Cl (EDC). Run at time 8 hour. The product is BrC1=CC=C(C=C1)C1(N2C(C3=CC=CC=C13)=NC=C2)CC(N2CCCC2)=O (5-(4-bromophenyl)-5-(2-oxo-2-pyrrolidin-1-ylethyl)-5H-imidazo[2,1-a]isoindole). Reaction SMILES: [CH:1]1[CH:6]=[N:5][C:4]2N(O)N=N[C:3]=2C=1.FC(F)(F)C([O-])=O.[Br:18][C:19]1[CH:24]=[CH:23][C:22]([C:25]2([CH2:37][C:38]([OH:40])=O)[C:33]3[C:28](=[CH:29][CH:30]=[CH:31][CH:32]=3)[C:27]3=[NH+:34][CH:35]=[CH:36][N:26]23)=[CH:21][CH:20]=1.CCN(C(C)C)C(C)C.N1CCCC1>CN(C=O)C.C(Cl)CCl>[Br:18][C:19]1[CH:20]=[CH:21][C:22]([C:25]2([CH2:37][C:38](=[O:40])[N:5]3[CH2:4][CH2:3][CH2:1][CH2:6]3)[C:33]3[C:28](=[CH:29][CH:30]=[CH:31][CH:32]=3)[C:27]3=[N:34][CH:35]=[CH:36][N:26]23)=[CH:23][CH:24]=1 |f:1.2|. Procedure details: To a mixture of EDC (49.2 mg) and HOAT (17.5 mg) was added a solution of 5-(4-bromophenyl)-5-(carboxymethyl)-5H-imidazo[2,1-a]isoindol-1-ium trifluoroacetate (62 mg) and Hunig's base (0.134 mL) in DMF (1 mL) followed by pyrrolidine (22.8 mg). The reaction mixture was stirred overnight at room temperature and was then purified by reversed phase HPLC (21×100 mm Phenomenex Gemini, 15-70% MeCN/water containing 0.05% NH4OH over 20 min at 20 mL/min) to give title compound as a white solid. HRMS. Found... Starting materials: C(CC(=O)O)(=O)O (malonic acid), N1CCCCC1 (piperidine), OC(CCN1CCCC1)(C1=CC=C(C=C1)C)C1=NC(=CC=C1)C=O (2-[1-hydroxy-3-pyrrolidino-1-(4-tolyl)-propyl]pyridine-6-aldehyde). Run in N1=CC=CC=C1 (pyridine). Product: COC(\C=C\C1=NC(=CC=C1)C(CCN1CCCC1)(C1=CC=C(C=C1)C)O)=O (methyl-(E)-3-{6-[1-hydroxy-3-pyrrolidino-1-(4-tolyl)propyl]-2-pyridyl}acrylate). RXN SMILES: [OH:1][C:2]([C:17]1[CH:22]=[CH:21][CH:20]=[C:19](C=O)[N:18]=1)([C:10]1[CH:15]=[CH:14][C:13]([CH3:16])=[CH:12][CH:11]=1)[CH2:3][CH2:4][N:5]1[CH2:9][CH2:8][CH2:7][CH2:6]1.[C:25](O)(=O)[CH2:26][C:27]([OH:29])=[O:28].N1CCCC[CH2:33]1>N1C=CC=CC=1>[CH3:33][O:29][C:27](=[O:28])/[CH:26]=[CH:25]/[C:19]1[CH:20]=[CH:21][CH:22]=[C:17]([C:2]([OH:1])([C:10]2[CH:15]=[CH:14][C:13]([CH3:16])=[CH:12][CH:11]=2)[CH2:3][CH2:4][N:5]2[CH2:9][CH2:8][CH2:7][CH2:6]2)[N:18]=1. Procedure: A solution of 2-bromo-6-(1,3-dioxolan-2-yl)pyridine (91 g) in toluene (50 mL) was added under nitrogen to a stirred mixture of butyllithium (260 mL, 1.6M) and toluene (1.1 L) between -60° and -70°. After 2 h a solution of 1-pyrrolidino-3-(4-tolyl)propan-3-one (prepared from 85 g of the corresponding hydrochloride and dried) in toluene (200 mL) was added at -70° and the mixture stirred for a further 3 hours at this temperature. The solution was allowed to warm to -20° and treated with hydrochlori... The reactants are C([C@@H](O)[C@H](O)C(=O)O)(=O)O (D-tartaric acid), ClC1=CC=C(C=C1)N1C(C(CC1)CN1CCN(CC1)CCOC)=O (1-(4-chlorophenyl)-3-(4-(2-methoxyethyl)piperazin-1-yl)methyl-2-pyrrolidinone). The solvent is C(C)O (ethanol), C(C)O (ethanol). Yields the product C(=O)(O)[C@@H](O)[C@H](O)C(=O)O.C(=O)(O)[C@@H](O)[C@H](O)C(=O)O.ClC1=CC=C(C=C1)N1C([C@H](CC1)CN1CCN(CC1)CCOC)=O ((R)-1-(4-chlorophenyl)-3-(4-(2-methoxyethyl)piperazin-1-yl)methyl-2-pyrrolidinone di-D-tartrate). Isolated yield 38.1%. As a reaction SMILES: [C:1]([OH:10])(=[O:9])[C@H:2]([C@@H:4]([C:6]([OH:8])=[O:7])[OH:5])[OH:3].[Cl:11][C:12]1[CH:17]=[CH:16][C:15]([N:18]2[CH2:22][CH2:21][CH:20]([CH2:23][N:24]3[CH2:29][CH2:28][N:27]([CH2:30][CH2:31][O:32][CH3:33])[CH2:26][CH2:25]3)[C:19]2=[O:34])=[CH:14][CH:13]=1>C(O)C>[C:6]([C@H:4]([C@@H:2]([C:1]([OH:10])=[O:9])[OH:3])[OH:5])([OH:8])=[O:7].[C:6]([C@H:4]([C@@H:2]([C:1]([OH:10])=[O:9])[OH:3])[OH:5])([OH:8])=[O:7].[Cl:11][C:12]1[CH:17]=[CH:16][C:15]([N:18]2[CH2:22][CH2:21][C@H:20]([CH2:23][N:24]3[CH2:25][CH2:26][N:27]([CH2:30][CH2:31][O:32][CH3:33])[CH2:28][CH2:29]3)[C:19]2=[O:34])=[CH:14][CH:13]=1 |f:3.4.5|. Procedure details: A solution of D-tartaric acid (450 mg) in ethanol (6 ml) was added dropwise at an outer temperature between 50 and 60° C. to a solution of 1-(4-chlorophenyl)-3-(4-(2-methoxyethyl)piperazin-1-yl)methyl-2-pyrrolidinone (1056mg) in ethanol (6ml). The reaction mixture was allowed to stand for cooling and the solid material thus precipitated was collected by filtration. The solid material was further crystallized in 10 ml of ethanol to obtain 372 mg of the title compound. Enantiomer excess: 97% ee